Task: describe an organic reaction: reactants, conditions, products, and yield. Dataset: the Open Reaction Database (ORD), a public repository of structured organic reaction records The product is CC(C)C(O)C(O)(C(F)(F)F)C(F)(F)F. RXN SMILES: [CH:2]([CH3:3])([CH3:4])[Cl:5].[Cl-:20].[Mg:1].[NH4+:21].[O:22]1[CH2:23][CH2:24][CH2:25][CH2:26]1.[OH:6][C:7]([C:8](=[O:9])[O:10][CH3:11])([C:12]([F:13])([F:14])[F:15])[C:16]([F:17])([F:18])[F:19]>>[CH:2]([CH3:3])([CH3:4])[CH:8]([C:7]([OH:6])([C:12]([F:13])([F:14])[F:15])[C:16]([F:17])([F:18])[F:19])[OH:9]. Starting materials: CC(C)Cl, [Cl-], [Mg], [NH4+], C1CCOC1, COC(=O)C(O)(C(F)(F)F)C(F)(F)F. Reactants: CCCC1CC(O[Si](C)(C)C(C)(C)C)CCC1N1CCC(NC(=O)OCc2ccccc2)C1=O, CCOCC. Yields the product CCCC1CC(=O)CCC1N1CCC(NC(=O)OCc2ccccc2)C1=O. RXN SMILES: [C:1]([Si:2]([CH3:3])([CH3:4])[O:6][CH:7]1[CH2:8][CH:9]([CH2:30][CH2:31][CH3:32])[CH:10]([N:13]2[C:14](=[O:29])[CH:15]([NH:18][C:19]([O:20][CH2:21][c:22]3[cH:23][cH:24][cH:25][cH:26][cH:27]3)=[O:28])[CH2:16][CH2:17]2)[CH2:11][CH2:12]1)([CH3:5])([CH3:33])[CH3:34].[CH3:35][CH2:36][O:37][CH2:38][CH3:39]>>[O:6]=[C:7]1[CH2:8][CH:9]([CH2:30][CH2:31][CH3:32])[CH:10]([N:13]2[C:14](=[O:29])[CH:15]([NH:18][C:19]([O:20][CH2:21][c:22]3[cH:23][cH:24][cH:25][cH:26][cH:27]3)=[O:28])[CH2:16][CH2:17]2)[CH2:11][CH2:12]1. Starting materials: Cl (Hydrogen chloride), C(C)(C)(C)OC(=O)NCC(=O)OC1CC(CC1)N1C=C(C2=C1N=CN=C2N)C2=CC=C(C=C2)OC2=CC=CC=C2 (3-[4-Amino-5-(4-phenoxyphenyl)-7H-pyrrolo[2,3-d]pyrimidin-7-yl]cyclopentyl 2-[(tert-butoxycarbonyl)amino]acetate), C(C)OCC (Diethyl ether). The solvent is C(C)(=O)OCC (ethyl acetate). Run at time 30 minute. Yields the product Cl.NCC(=O)OC1CC(CC1)N1C=C(C2=C1N=CN=C2N)C2=CC=C(C=C2)OC2=CC=CC=C2 (3-[4-amino-5-(4-phenoxyphenyl)-7H-pyrrolo[2,3-d]pyrimidin-7-yl]cyclopentyl 2-aminoacetate hydrochloride). As a reaction SMILES: C(OC([NH:8][CH2:9][C:10]([O:12][CH:13]1[CH2:17][CH2:16][CH:15]([N:18]2[C:22]3[N:23]=[CH:24][N:25]=[C:26]([NH2:27])[C:21]=3[C:20]([C:28]3[CH:33]=[CH:32][C:31]([O:34][C:35]4[CH:40]=[CH:39][CH:38]=[CH:37][CH:36]=4)=[CH:30][CH:29]=3)=[CH:19]2)[CH2:14]1)=[O:11])=O)(C)(C)C.[ClH:41].C(OCC)C>C(OCC)(=O)C>[ClH:41].[NH2:8][CH2:9][C:10]([O:12][CH:13]1[CH2:17][CH2:16][CH:15]([N:18]2[C:22]3[N:23]=[CH:24][N:25]=[C:26]([NH2:27])[C:21]=3[C:20]([C:28]3[CH:33]=[CH:32][C:31]([O:34][C:35]4[CH:40]=[CH:39][CH:38]=[CH:37][CH:36]=4)=[CH:30][CH:29]=3)=[CH:19]2)[CH2:14]1)=[O:11] |f:4.5|. Procedure: 3-[4-Amino-5-(4-phenoxyphenyl)-7H-pyrrolo[2,3-d]pyrimidin-7-yl]cyclopentyl 2-[(tert-butoxycarbonyl)amino]acetate (39 mg, 0.072 mmol) was dissolved in ethyl acetate (2.5 ml). Hydrogen chloride gas was passed through for 1 minute. The flask was capped and the solution stirred for additional 30 minutes. Diethyl ether was added and precipitate formed. The solid was collected by filtration to give 3-[4-amino-5-(4-phenoxyphenyl)-7H-pyrrolo[2,3-d]pyrimidin-7-yl]cyclopentyl 2-aminoacetate hydrochloride.... Starting materials: [OH-].[Na+] (sodium hydroxide), C(C)OC(=O)[C@H]1[C@@H](C1)CN=[N+]=[N-] (trans-ethyl-2-azidomethyl-1-cyclopropane carboxylate). Run in O (water), CO (methanol), O (water). Run at temperature 0 celsius, time 3 hour. Yields the product N(=[N+]=[N-])C[C@H]1[C@@H](C1)C(=O)O (trans-2-azidomethyl-1-cyclopropanecarboxylic acid). Yield: 92.2%. RXN SMILES: C([O:3][C:4]([C@@H:6]1[CH2:8][C@H:7]1[CH2:9][N:10]=[N+:11]=[N-:12])=[O:5])C.[OH-].[Na+]>CO.O>[N:10]([CH2:9][C@@H:7]1[CH2:8][C@H:6]1[C:4]([OH:5])=[O:3])=[N+:11]=[N-:12] |f:1.2|. Reported procedure: A solution of trans-ethyl-2-azidomethyl-1-cyclopropane carboxylate (7.282 g, 37.13 mmol) in a mixture of methanol (20 ml) and water (10 ml) was cooled to 0° C. and treated dropwise with 40.8 ml of 1M sodium hydroxide in water (40.8 mmol). After the addition was completed the bath was removed and the solution was stirred at room temperature for 3 h. The methanol was evaporated under reduced pressure and the aqueous solution was extracted with ether (2×10 ml). After acidification with dilute hydro... The reactants are C(C)NCC (diethylamine), CS(=O)(=O)OCCCN(C)C(=O)OC(CCCCCCCC\C=C/C\C=C/CCCCC)CCCCCCCC\C=C/C\C=C/CCCCC (3-((((6Z,9Z,28Z,31Z)-heptatriaconta-6,9,28,31-tetraen-19-yloxy)carbonyl)(methyl)amino)propyl methanesulfonate). Run in CCO (EtOH), C(Cl)Cl (CH2Cl2). Reaction conditions: time 50 hour. Product: C(C)N(CCCN(C(OC(CCCCCCCC\C=C/C\C=C/CCCCC)CCCCCCCC\C=C/C\C=C/CCCCC)=O)C)CC ((6Z,9Z,28Z,31Z)-heptatriaconta-6,9,28,31-tetraen-19-yl (3-(diethylamino)propyl)(methyl)carbamate). Yield: 42.0%. As a reaction SMILES: [CH2:1]([NH:3][CH2:4][CH3:5])[CH3:2].CS(O[CH2:11][CH2:12][CH2:13][N:14]([C:16]([O:18][CH:19]([CH2:38][CH2:39][CH2:40][CH2:41][CH2:42][CH2:43][CH2:44][CH2:45]/[CH:46]=[CH:47]\[CH2:48]/[CH:49]=[CH:50]\[CH2:51][CH2:52][CH2:53][CH2:54][CH3:55])[CH2:20][CH2:21][CH2:22][CH2:23][CH2:24][CH2:25][CH2:26][CH2:27]/[CH:28]=[CH:29]\[CH2:30]/[CH:31]=[CH:32]\[CH2:33][CH2:34][CH2:35][CH2:36][CH3:37])=[O:17])[CH3:15])(=O)=O>CCO.C(Cl)Cl>[CH2:1]([N:3]([CH2:4][CH3:5])[CH2:11][CH2:12][CH2:13][N:14]([CH3:15])[C:16](=[O:17])[O:18][CH:19]([CH2:38][CH2:39][CH2:40][CH2:41][CH2:42][CH2:43][CH2:44][CH2:45]/[CH:46]=[CH:47]\[CH2:48]/[CH:49]=[CH:50]\[CH2:51][CH2:52][CH2:53][CH2:54][CH3:55])[CH2:20][CH2:21][CH2:22][CH2:23][CH2:24][CH2:25][CH2:26][CH2:27]/[CH:28]=[CH:29]\[CH2:30]/[CH:31]=[CH:32]\[CH2:33][CH2:34][CH2:35][CH2:36][CH3:37])[CH3:2]. Procedure: A solution of diethylamine (2 mL) in EtOH (10 mL) was treated with 3-((((6Z,9Z,28Z,31Z)-heptatriaconta-6,9,28,31-tetraen-19-yloxy)carbonyl)(methyl)amino)propyl methanesulfonate (500 mg, 0.7 mmol) in CH2Cl2 (2.5 mL). The solution was stirred (50 h), concentrated and subjected to chromatography (EtOAc) to yield (6Z,9Z,28Z,31Z)-heptatriaconta-6,9,28,31-tetraen-19-yl (3-(diethylamino)propyl)(methyl)carbamate (207 mg, 42%) as a pale yellow oil. Rf 0.43 (10% CH3OH—CH2Cl2), 1H NMR (400 MHz, CDCl3, δH) ... Reactants: O=C(O)CS(=O)(=O)Cc1ccccc1, O=Cc1ccccc1Cl. Yields the product O=S(=O)(C=Cc1ccccc1Cl)Cc1ccccc1. As a reaction SMILES: [CH2:1]([c:2]1[cH:3][cH:4][cH:5][cH:6][cH:7]1)[S:8](=[O:9])(=[O:10])[CH2:11][C:12]([OH:13])=[O:14].[Cl:15][c:16]1[c:17]([CH:18]=[O:19])[cH:20][cH:21][cH:22][cH:23]1>>[CH2:1]([c:2]1[cH:3][cH:4][cH:5][cH:6][cH:7]1)[S:8](=[O:9])(=[O:10])[CH:11]=[CH:12][c:17]1[c:16]([Cl:15])[cH:23][cH:22][cH:21][cH:20]1. Yields the product ClC1=NC=2CCCCC2C=C1 (2-chloro-5,6,7,8-tetrahydro-quinoline). The reactants are OC1=NC=2CCCCC2C=C1 (2-hydroxy-5,6,7,8-tetrahydroquinoline), CCN(CC)C=1C=CC=CC1 (diethylaniline), P(=O)(Cl)(Cl)Cl (phosphorus oxychloride). Procedure details: A solution of 0.7 g of 2-hydroxy-5,6,7,8-tetrahydroquinoline (prepared according to the methods outlined by Meyers et al., J. Org. Chem., 29: 1435-1438, 1964) and 0.1 g of diethylaniline in 7 mL of phosphorus oxychloride is refluxed for 2 h, cooled and concentrated. The residue taken is up in chloroform, washed with excess 3 N NaOH solution and the organic layer dried and concentrated to provide crude 2-chloro-5,6,7,8-tetrahydro-quinoline (0.45 g) as an oil. RXN SMILES: O[C:2]1[CH:11]=[CH:10][C:9]2[CH2:8][CH2:7][CH2:6][CH2:5][C:4]=2[N:3]=1.CCN(C1C=CC=CC=1)CC.P(Cl)(Cl)([Cl:25])=O>>[Cl:25][C:2]1[CH:11]=[CH:10][C:9]2[CH2:8][CH2:7][CH2:6][CH2:5][C:4]=2[N:3]=1. The reactants are CC(=O)Nc1ccc(C(=O)O)cc1, O=[N+]([O-])O. Product: CC(=O)Nc1ccc(C(=O)O)cc1[N+](=O)[O-]. As a reaction SMILES: [C:1]([CH3:2])(=[O:3])[NH:4][c:5]1[cH:6][cH:7][c:8]([C:9](=[O:10])[OH:11])[cH:12][cH:13]1.[OH:14][N+:15]([O-:16])=[O:17]>>[C:1]([CH3:2])(=[O:3])[NH:4][c:5]1[c:6]([N+:15](=[O:14])[O-:16])[cH:7][c:8]([C:9](=[O:10])[OH:11])[cH:12][cH:13]1. Starting materials: C(CCC)OC1=NC(=C2N=C(N(C2=N1)CCCCC1CNCCC1)OC)N (2-(butyloxy)-8-(methyloxy)-9-[4-(3-piperidinyl)butyl]-9H-purin-6-amine), IC(C)C (2-iodopropane). As a reaction SMILES: [CH2:1]([O:5][C:6]1[N:14]=[C:13]2[C:9]([N:10]=[C:11]([O:25]C)[N:12]2[CH2:15][CH2:16][CH2:17][CH2:18][CH:19]2[CH2:24][CH2:23][CH2:22][NH:21][CH2:20]2)=[C:8]([NH2:27])[N:7]=1)[CH2:2][CH2:3][CH3:4].I[CH:29]([CH3:31])[CH3:30]>>[NH2:27][C:8]1[N:7]=[C:6]([O:5][CH2:1][CH2:2][CH2:3][CH3:4])[N:14]=[C:13]2[C:9]=1[NH:10][C:11](=[O:25])[N:12]2[CH2:15][CH2:16][CH2:17][CH2:18][CH:19]1[CH2:24][CH2:23][CH2:22][N:21]([CH:29]([CH3:31])[CH3:30])[CH2:20]1. Reported procedure: Prepared similarly to Example 14 from 2-(butyloxy)-8-(methyloxy)-9-[4-(3-piperidinyl)butyl]-9H-purin-6-amine and 2-iodopropane. Yields the product NC1=C2NC(N(C2=NC(=N1)OCCCC)CCCCC1CN(CCC1)C(C)C)=O (6-Amino-2-(butyloxy)-9-{4-[1-(1-methylethyl)-3-piperidinyl]butyl}-7,9-dihydro-8H-purin-8-one).